Dataset: the Open Reaction Database (ORD), a public repository of structured organic reaction records. Task: describe an organic reaction: reactants, conditions, products, and yield As a reaction SMILES: C[O:2][C:3]1[CH:8]=[CH:7][CH:6]=[C:5]([C:9]([CH2:12][CH3:13])([CH3:11])[CH3:10])[CH:4]=1.B(Br)(Br)Br>C(Cl)Cl>[C:9]([C:5]1[CH:4]=[C:3]([OH:2])[CH:8]=[CH:7][CH:6]=1)([CH2:12][CH3:13])([CH3:10])[CH3:11]. Run at time 3 hour. The reactants are COC1=CC(=CC=C1)C(C)(C)CC (1-methoxy-3-tert-pentylbenzene), B(Br)(Br)Br (BBr3). The product is C(C)(C)(CC)C=1C=C(C=CC1)O (3-tert-pentylphenol). Run in C(Cl)Cl (DCM). Procedure: To a solution of 1-methoxy-3-tert-pentylbenzene (3.22 g, 18.1 mmoles) in 100 mL of DCM stirring in −78° C. bath was added dropwise 2.14 mL (5.68 g) of BBr3. The mixture was stirred while warming to room temperature. After 3 h, ice was added, and the organic layer separated, dried over Na2SO4, filtered and evaporated affording 3-tert-pentylphenol, 2.77 g, as an oil. The reactants are C(C)C(C1=CC=C(C=C1)OCCCBr)(C1=CC(=CC=C1)C(F)(F)F)O (α-ethyl-α-(3-trifluoromethylphenyl)-4-(3-bromopropoxy)-benzylalcohol), C(CC)NCCC (dipropyl amine). Conditions: time 6 hour. Yields the product C(C)C(C1=CC=C(C=C1)OCCCN(CCC)CCC)(C1=CC(=CC=C1)C(F)(F)F)O (α-Ethyl-α-(3-trifluoromethylphenyl)-4-[3-(di-n-propylamino)-propoxy]-benzylalcohol). Reaction SMILES: [CH2:1]([C:3]([OH:25])([C:15]1[CH:20]=[CH:19][CH:18]=[C:17]([C:21]([F:24])([F:23])[F:22])[CH:16]=1)[C:4]1[CH:9]=[CH:8][C:7]([O:10][CH2:11][CH2:12][CH2:13]Br)=[CH:6][CH:5]=1)[CH3:2].[CH2:26]([NH:29][CH2:30][CH2:31][CH3:32])[CH2:27][CH3:28]>>[CH2:1]([C:3]([OH:25])([C:15]1[CH:20]=[CH:19][CH:18]=[C:17]([C:21]([F:24])([F:23])[F:22])[CH:16]=1)[C:4]1[CH:9]=[CH:8][C:7]([O:10][CH2:11][CH2:12][CH2:13][N:29]([CH2:30][CH2:31][CH3:32])[CH2:26][CH2:27][CH3:28])=[CH:6][CH:5]=1)[CH3:2]. Procedure details: 20.8 g. of α-ethyl-α-(3-trifluoromethylphenyl)-4-(3-bromopropoxy)-benzylalcohol and 41 ml. of dipropyl amine are slightly refluxed with stirring for 6 hours. After cooling, the reaction mixture is evaporated under reduced pressure. To the residue water is added and it is extracted with benzene. The benzene phase is washed with water, dried over anhydrous potassium carbonate and evaporated. The residue is fractionated in vacuo to yield 17.2 g. of the desired compound, boiling at 176° to 178° C./6... Isolated yield 50.8%. Reported procedure: Into a 1-neck round-bottom flask was added (2S)-2-(acetylamino)-N-[(1S)-1-benzyl-2-({(1R)-2-cyclobutyl-1-[(3aS,4S,6S,7aR)-3a,5,5-trimethylhexahydro-4,6-methano-1,3,2-benzodioxaborol-2-yl]ethyl}amino)-2-oxoethyl]-4-phenylbutanamide (24.8 mg, 0.0395 mmol), methanol (0.237 mL, 5.86 mmol), hexane (0.237 mL, 1.81 mmol), hydrochloric acid (0.0889 mmol, 0.0889 mmol) and 2-methylpropylboronic acid (8.65 mg, 0.0849 mmol). The mixture was stirred at room temperature overnight. The reaction mixture was pur... Conditions: time 8 hour. Yields the product C(C)(=O)N[C@H](C(=O)N[C@H](C(=O)N[C@@H](CC1CCC1)B(O)O)CC1=CC=CC=C1)CCC1=CC=CC=C1 ({(1R)-1-[((2S)-2-{[(2S)-2-(acetylamino)-4-phenylbutanoyl]amino}-3-phenylpropanoyl)amino]-2-cyclobutylethyl}boronic acid). Starting materials: C(C)(=O)N[C@H](C(=O)N[C@H](C(=O)N[C@@H](CC1CCC1)B1O[C@@]2([C@H](O1)C[C@H]1C([C@@H]2C1)(C)C)C)CC1=CC=CC=C1)CCC1=CC=CC=C1 ((2S)-2-(acetylamino)-N-[(1S)-1-benzyl-2-({(1R)-2-cyclobutyl-1-[(3aS,4S,6S,7aR)-3a,5,5-trimethylhexahydro-4,6-methano-1,3,2-benzodioxaborol-2-yl]ethyl}amino)-2-oxoethyl]-4-phenylbutanamide), CO (methanol), CCCCCC (hexane), Cl (hydrochloric acid), CC(CB(O)O)C (2-methylpropylboronic acid). Reaction SMILES: [C:1]([NH:4][C@@H:5]([CH2:39][CH2:40][C:41]1[CH:46]=[CH:45][CH:44]=[CH:43][CH:42]=1)[C:6]([NH:8][C@@H:9]([CH2:32][C:33]1[CH:38]=[CH:37][CH:36]=[CH:35][CH:34]=1)[C:10]([NH:12][C@H:13]([B:19]1[O:23][C@@H]2C[C@@H]3C[C@H]([C@]2(C)[O:20]1)C3(C)C)[CH2:14][CH:15]1[CH2:18][CH2:17][CH2:16]1)=[O:11])=[O:7])(=[O:3])[CH3:2].CO.CCCCCC.Cl.CC(C)CB(O)O>>[C:1]([NH:4][C@@H:5]([CH2:39][CH2:40][C:41]1[CH:46]=[CH:45][CH:44]=[CH:43][CH:42]=1)[C:6]([NH:8][C@@H:9]([CH2:32][C:33]1[CH:34]=[CH:35][CH:36]=[CH:37][CH:38]=1)[C:10]([NH:12][C@H:13]([B:19]([OH:23])[OH:20])[CH2:14][CH:15]1[CH2:16][CH2:17][CH2:18]1)=[O:11])=[O:7])(=[O:3])[CH3:2]. The reactants are CC#N, C=CCC(O)(CCCl)c1ccc(F)cc1, CC(N)c1cccc(F)c1, [K+], [K+], O=C([O-])[O-]. The product is C=CCC(O)(CCNC(C)c1cccc(F)c1)c1ccc(F)cc1. As a reaction SMILES: [CH3:32][C:33]#[N:34].[Cl:1][CH2:2][CH2:3][C:4]([CH2:5][CH:6]=[CH2:7])([OH:8])[c:9]1[cH:10][cH:11][c:12]([F:15])[cH:13][cH:14]1.[F:16][c:17]1[cH:18][c:19]([CH:23]([CH3:24])[NH2:25])[cH:20][cH:21][cH:22]1.[K+:26].[K+:27].[O-:28][C:29]([O-:30])=[O:31]>>[CH2:2]([CH2:3][C:4]([CH2:5][CH:6]=[CH2:7])([OH:8])[c:9]1[cH:10][cH:11][c:12]([F:15])[cH:13][cH:14]1)[NH:25][CH:23]([c:19]1[cH:18][c:17]([F:16])[cH:22][cH:21][cH:20]1)[CH3:24]. Starting materials: C1(=CC=CC=C1)OP(=O)(CC1CCCCC1)C[C@@H](CNC(=O)OC(C)(C)C)O (((R)-3-tert-butoxycarbonylamino-2-hydroxy-propyl)-cyclohexylmethyl-phosphinic acid phenyl ester), Cl (HCl). Solvent: C(C)(=O)OCC (ethyl acetate). Run at time 2 hour. The product is Cl.C1(=CC=CC=C1)OP(=O)(CC1CCCCC1)C[C@@H](CN)O (((R)-3-amino-2-hydroxy-propyl)-cyclohexylmethyl-phosphinic acid phenyl ester hydrochloride). As a reaction SMILES: [C:1]1([O:7][P:8]([CH2:17][C@H:18]([OH:28])[CH2:19][NH:20]C(OC(C)(C)C)=O)([CH2:10][CH:11]2[CH2:16][CH2:15][CH2:14][CH2:13][CH2:12]2)=[O:9])[CH:6]=[CH:5][CH:4]=[CH:3][CH:2]=1.[ClH:29]>C(OCC)(=O)C>[ClH:29].[C:1]1([O:7][P:8]([CH2:17][C@H:18]([OH:28])[CH2:19][NH2:20])([CH2:10][CH:11]2[CH2:16][CH2:15][CH2:14][CH2:13][CH2:12]2)=[O:9])[CH:2]=[CH:3][CH:4]=[CH:5][CH:6]=1 |f:3.4|. Reported procedure: To a 0° C. solution of ((R)-3-tert-butoxycarbonylamino-2-hydroxy-propyl)-cyclohexylmethyl-phosphinic acid phenyl ester (495 mg, 1.2 mmol) in ethyl acetate (10 mL) was bubbled in HCl gas until saturated, via a pipette at a rate such that the temperature did not exceed 10° C. Once saturated, the reaction mixture was stirred at room temperature for 2 h and then concentrated in vacuo. The resulting residue was triturated with ether (100 mL) and the resulting solid collected to give ((R)-3-amino-2-hy... Starting materials: C1CC2(CCNC2)CN1, CCn1cc(C(=O)O)c(=O)c2cc(F)c(Cl)nc21, CC#N. Yields the product CCn1cc(C(=O)O)c(=O)c2cc(F)c(N3CCC4(CCNC4)C3)nc21, Cl. Reaction SMILES: [CH2:19]1[NH:20][CH2:21][CH2:22][C:23]12[CH2:24][NH:25][CH2:26][CH2:27]2.[CH2:1]([CH3:2])[n:3]1[cH:4][c:5]([C:16](=[O:17])[OH:18])[c:6](=[O:15])[c:7]2[cH:8][c:9]([F:14])[c:10]([Cl:13])[n:11][c:12]12.[CH3:28][C:29]#[N:30]>>[CH2:1]([CH3:2])[n:3]1[cH:4][c:5]([C:16](=[O:17])[OH:18])[c:6](=[O:15])[c:7]2[cH:8][c:9]([F:14])[c:10]([N:20]3[CH2:19][C:23]4([CH2:22][CH2:21]3)[CH2:24][NH:25][CH2:26][CH2:27]4)[n:11][c:12]12.[ClH:13]. Reactants: NC=1C(=NC(=C(N1)C1=CC=CC=C1)C1=NN(C(C=C1)=O)C(C)C)C(N)=S (3-amino-6-(1-isopropyl-6-oxo-1,6-dihydro-3-pyridazinyl)-5-phenyl-2-pyrazinecarbothioamide), ClCC(=O)C (1-chloroacetone), C(=O)(O)[O-].[Na+] (NaHCO3), O (water). Solvent: CCOC(=O)C (EtOAc), CCCCCC (n-hexane), CN(C)C=O (DMF). Yields the product NC=1N=C(C(=NC1C=1SC=C(N1)C)C=1C=CC(N(N1)C(C)C)=O)C1=CC=CC=C1 (6-[5-amino-6-(4-methyl-thiazol-2-yl)-3-phenyl-2-pyrazinyl]-2-isopropyl-3(2H)-pyridazinone). Yield: 52.5%. As a reaction SMILES: [NH2:1][C:2]1[C:3]([C:24](=[S:26])[NH2:25])=[N:4][C:5]([C:14]2[CH:19]=[CH:18][C:17](=[O:20])[N:16]([CH:21]([CH3:23])[CH3:22])[N:15]=2)=[C:6]([C:8]2[CH:13]=[CH:12][CH:11]=[CH:10][CH:9]=2)[N:7]=1.Cl[CH2:28][C:29]([CH3:31])=O.C([O-])(O)=O.[Na+].O>CN(C=O)C.CCOC(C)=O.CCCCCC>[NH2:1][C:2]1[N:7]=[C:6]([C:8]2[CH:9]=[CH:10][CH:11]=[CH:12][CH:13]=2)[C:5]([C:14]2[CH:19]=[CH:18][C:17](=[O:20])[N:16]([CH:21]([CH3:23])[CH3:22])[N:15]=2)=[N:4][C:3]=1[C:24]1[S:26][CH:28]=[C:29]([CH3:31])[N:25]=1 |f:2.3|. Reported procedure: A solution of 3-amino-6-(1-isopropyl-6-oxo-1,6-dihydro-3-pyridazinyl)-5-phenyl-2-pyrazinecarbothioamide (100 mg) and 1-chloroacetone (37.9 mg) in DMF (0.27 ml) was heated at 100-105° C. for 10 hours. After cooling, sat. aq. NaHCO3 solution (0.5 ml) and water (1 ml) were added to the mixture to yield a precipitate. The precipitate was collected by filtration, dissolved in CHCl3, dried over MgSO4 and concentrated under reduced pressure to give a residue. The residue was subjected to column chromat... Reactants: N1(CCOCC1)C=1N=C2N(C(C1)=O)CC[C@H](N2)C(F)(F)F ((S)-2-morpholin-4-yl-8-trifluoromethyl-6,7,8,9-tetrahydropyrimido[1,2-a]pyrimidin-4-one), FC1=C(C=CC=C1)I (1-fluoro-2-iodobenzene). Product: FC1=C(C=CC=C1)N1[C@@H](CCN2C1=NC(=CC2=O)N2CCOCC2)C(F)(F)F ((8S)-9-(2-fluorophenyl)-2-(morpholin-4-yl)-8-(trifluoromethyl)-6,7,8,9-tetrahydro-4H-pyrimido[1,2-a]pyrimidin-4-one). Reaction SMILES: [N:1]1([C:7]2[N:8]=[C:9]3[NH:17][C@H:16]([C:18]([F:21])([F:20])[F:19])[CH2:15][CH2:14][N:10]3[C:11](=[O:13])[CH:12]=2)[CH2:6][CH2:5][O:4][CH2:3][CH2:2]1.[F:22][C:23]1[CH:28]=[CH:27][CH:26]=[CH:25][C:24]=1I>>[F:22][C:23]1[CH:28]=[CH:27][CH:26]=[CH:25][C:24]=1[N:17]1[C:9]2=[N:8][C:7]([N:1]3[CH2:6][CH2:5][O:4][CH2:3][CH2:2]3)=[CH:12][C:11](=[O:13])[N:10]2[CH2:14][CH2:15][C@H:16]1[C:18]([F:20])([F:21])[F:19]. Procedure: The product is prepared according to the procedure described in Example 12, using 140 mg of (S)-2-morpholin-4-yl-8-trifluoromethyl-6,7,8,9-tetrahydropyrimido[1,2-a]pyrimidin-4-one (Example 1e) and 0.66 ml of 1-fluoro-2-iodobenzene. After purification by silica chromatography (gradient of 5% to 15% of the eluent CH2Cl2/MeOH/NH4OH 28% 38/17/2 in dichloromethane), 12 mg of (8S)-9-(2-fluorophenyl)-2-(morpholin-4-yl)-8-(trifluoromethyl)-6,7,8,9-tetrahydro-4H-pyrimido[1,2-a]pyrimidin-4-one are obtaine... Starting materials: C(C)OC1=NOC2=C1CCCC2 (3-Ethoxy-4,5,6,7-tetrahydro-1,2-benzisoxazole), OS(=O)(=O)O (H2SO4), [OH-].[Na+] (NaOH), [Cr](=O)(=O)([O-])O[Cr](=O)(=O)[O-].[Na+].[Na+] (sodium dichromate). Solvent: C(C)(=O)O (acetic acid), C(C)OCC (diethyl ether), C(C)(=O)O (acetic acid). Run at temperature 27.5 celsius, time 3 hour. Yields the product C(C)OC1=NOC2=C1C(CCC2)=O (3-Ethoxy-4,5,6,7-tetrahydro-1,2-benzisoxazol-4-one). As a reaction SMILES: [CH2:1]([O:3][C:4]1[C:8]2[CH2:9][CH2:10][CH2:11][CH2:12][C:7]=2[O:6][N:5]=1)[CH3:2].[OH:13]S(O)(=O)=O.[Cr](O[Cr]([O-])(=O)=O)([O-])(=O)=O.[Na+].[Na+].[OH-].[Na+]>C(O)(=O)C.C(OCC)C>[CH2:1]([O:3][C:4]1[C:8]2[C:9](=[O:13])[CH2:10][CH2:11][CH2:12][C:7]=2[O:6][N:5]=1)[CH3:2] |f:2.3.4,5.6|. Procedure: To a solution of 3-ethoxy-4,5,6,7-tetrahydro-1,2-benzisoxazole 1a (35 g) in glacial acetic acid (500 mL) at 10° C. was added concentrated H2SO4 (29 mL). A solution of sodium dichromate (71 g) in glacial acetic acid (300 mL) kept at 40-45° C. was added dropwise during one hour at 20-25° C. The mixture was stirred for another 3 hours at 25-30° C. The reaction mixture was poured onto ice and diethyl ether (3 L). pH was adjusted to >10 by addition of concentrated aqueous NaOH. The organic phase was ... Starting materials: COc1cc([N+](=O)[O-])ccc1Br, C1CCNCC1, O. The product is COc1cc([N+](=O)[O-])ccc1N1CCCCC1. As a reaction SMILES: [Br:1][c:2]1[c:3]([O:11][CH3:12])[cH:4][c:5]([N+:8](=[O:9])[O-:10])[cH:6][cH:7]1.[CH2:13]1[CH2:14][CH2:15][NH:16][CH2:17][CH2:18]1.[OH2:19]>>[c:2]1([N:16]2[CH2:15][CH2:14][CH2:13][CH2:18][CH2:17]2)[c:3]([O:11][CH3:12])[cH:4][c:5]([N+:8](=[O:9])[O-:10])[cH:6][cH:7]1.